From a dataset of the Open Reaction Database (ORD), a public repository of structured organic reaction records. describe an organic reaction: reactants, conditions, products, and yield Reactants: OC(CNC1CCc2ccccc2C1)COc1ccc(-c2cc3c(o2)CCCC3)cc1, CCO, Cl, c1cc(-c2cc3c(o2)CCCC3)ccc1OCC1CO1. Yields the product NC1CCc2ccccc2C1. As a reaction SMILES: [CH2:22]1[CH:23]([NH:32][CH2:33][CH:34]([OH:35])[CH2:36][O:37][c:38]2[cH:39][cH:40][c:41](-[c:42]3[o:43][c:44]4[c:49]([cH:50]3)[CH2:48][CH2:47][CH2:46][CH2:45]4)[cH:51][cH:52]2)[CH2:24][CH2:25][c:26]2[cH:27][cH:28][cH:29][cH:30][c:31]21.[CH3:53][CH2:54][OH:55].[ClH:21].[o:1]1[c:2]2[c:7]([cH:8][c:9]1-[c:10]1[cH:11][cH:12][c:13]([O:14][CH2:15][CH:16]3[O:17][CH2:18]3)[cH:19][cH:20]1)[CH2:6][CH2:5][CH2:4][CH2:3]2>>[CH2:22]1[CH:23]([NH2:32])[CH2:24][CH2:25][c:26]2[cH:27][cH:28][cH:29][cH:30][c:31]21. Starting materials: ClC1=NC=C(C(=N1)NC1=CC2=C(C=C1)OCCO2)F (2-chloro-N4-(3,4-ethylenedioxyphenyl)-5-fluoro-4-pyrimidineamine), FC=1C=C(N)C=CC1 (3-fluoroaniline). The product is C1OC=2C=C(C=CC2OC1)NC1=NC(=NC=C1F)NC1=CC(=CC=C1)F (N4-(3,4-ethylenedioxyphenyl)-N2-(3-fluorophenyl)-5-fluoro-2,4-pyrimidinediamine). RXN SMILES: Cl[C:2]1[N:7]=[C:6]([NH:8][C:9]2[CH:14]=[CH:13][C:12]3[O:15][CH2:16][CH2:17][O:18][C:11]=3[CH:10]=2)[C:5]([F:19])=[CH:4][N:3]=1.[F:20][C:21]1[CH:22]=[C:23]([CH:25]=[CH:26][CH:27]=1)[NH2:24]>>[CH2:17]1[CH2:16][O:15][C:12]2[CH:13]=[CH:14][C:9]([NH:8][C:6]3[C:5]([F:19])=[CH:4][N:3]=[C:2]([NH:24][C:23]4[CH:25]=[CH:26][CH:27]=[C:21]([F:20])[CH:22]=4)[N:7]=3)=[CH:10][C:11]=2[O:18]1. Reported procedure: In like manner to the preparation of N4-(3,4-ethylenedioxyphenyl)-5-fluoro-N2-(3-hydroxyphenyl)-2,4-pyrimidinediamine, 2-chloro-N4-(3,4-ethylenedioxyphenyl)-5-fluoro-4-pyrimidineamine and 3-fluoroaniline were reacted to yield N4-(3,4-ethylenedioxyphenyl)-N2-(3-fluorophenyl)-5-fluoro-2,4-pyrimidinediamine. 1H NMR (CDCl3): δ 7.76 (d, 1H, J=5.6 Hz), 7.39 (m, 2H), 7.14 (d, 1H, J=2.4 Hz), 6.94–6.85 (m, 3H), 6.75 (d, 1H, J=9 Hz), 4.21 (s, 4H); LCMS: ret. time: 22.60 min.; purity: 100%; MS (m/e): 357 (... Reactants: C1(=CC=CC=C1)O (phenol), OC=1C=C(C(=O)C2=CC=C(C=C2)O)C=CC1 (3,4'-dihydroxybenzophenone), B(F)(F)F (boron trifluoride), OC=1C=C(C(=O)O)C=CC1 (3-hydroxybenzoic acid), F (hydrogen fluoride), ice water. Reagents/catalysts: S(O)(O)(=O)=O (sulfuric acid). The solvent is C(C)(=O)OC(C)=O (acetic anhydride), water ice. The product is C(C)(=O)O.C(C)(=O)O.OC=1C=C(C(=O)C2=CC=C(C=C2)O)C=CC1 (3,4'-dihydroxybenzophenone diacetate). Reaction SMILES: C1(O)C=CC=CC=1.OC1C=[C:11](C=CC=1)[C:12]([OH:14])=[O:13].F.B(F)(F)F.[OH:23][C:24]1[CH:25]=[C:26]([CH:36]=[CH:37][CH:38]=1)[C:27]([C:29]1[CH:34]=[CH:33][C:32]([OH:35])=[CH:31][CH:30]=1)=[O:28]>S(=O)(=O)(O)O.C(OC(=O)C)(=O)C>[C:12]([OH:14])(=[O:13])[CH3:11].[C:12]([OH:14])(=[O:13])[CH3:11].[OH:23][C:24]1[CH:25]=[C:26]([CH:36]=[CH:37][CH:38]=1)[C:27]([C:29]1[CH:30]=[CH:31][C:32]([OH:35])=[CH:33][CH:34]=1)=[O:28] |f:7.8.9|. Procedure details: Ninety-four grams (1 mole) of phenol, 138 grams (1 mole) of 3-hydroxybenzoic acid, 400 ml of hydrogen fluoride (HF), and 170 grams of boron trifluoride were allowed to react for 15 hours at 0° C. under autogeneous pressure in an autoclave. Then the reactor contents were mixed in excess water/ice. After filtering and washing the resulting green solid with water to remove the remaining HF, the powder was slurried with water, neutralized with sodium bicarbonate (NaHCO3) solution until pH=8, filtere... Reactants: C(=O)(O)C=1C=C(C=CC1O)N1C(=CC2=CC=CC=C12)C1=CC=CC=C1 (1-(3-carboxy-4-hydroxyphenyl)-2-phenylindole), colorless crystals, C(C)(=O)OC(C)=O (acetic anhydride), O1CCCC1 (tetrahydrofuran). Solvent: O (water). Run at time 2 day. The product is C(C)(=O)OC1=C(C=C(C=C1)N1C(=CC2=CC=CC=C12)C1=CC=CC=C1)C(=O)O (1-(4-Acetoxy-3-carboxyphenyl)-2-phenylindole). Reaction SMILES: [C:1]([C:4]1[CH:5]=[C:6]([N:11]2[C:19]3[C:14](=[CH:15][CH:16]=[CH:17][CH:18]=3)[CH:13]=[C:12]2[C:20]2[CH:25]=[CH:24][CH:23]=[CH:22][CH:21]=2)[CH:7]=[CH:8][C:9]=1[OH:10])([OH:3])=[O:2].[C:26](OC(=O)C)(=[O:28])[CH3:27].O1CCCC1>O>[C:26]([O:10][C:9]1[CH:8]=[CH:7][C:6]([N:11]2[C:19]3[C:14](=[CH:15][CH:16]=[CH:17][CH:18]=3)[CH:13]=[C:12]2[C:20]2[CH:25]=[CH:24][CH:23]=[CH:22][CH:21]=2)=[CH:5][C:4]=1[C:1]([OH:3])=[O:2])(=[O:28])[CH3:27]. Procedure: A mixture of 8.25 g. (0.025 mole) of 1-(3-carboxy-4-hydroxyphenyl)-2-phenylindole and 76.5 g. (0.75 mole) of acetic anhydride was heated under reflux for 1 hour, diluted with 75 ml. of tetrahydrofuran and poured into 1 l. of water. An oil separated, and during 2 days solidified. The solid was collected and recrystallized from acetonitrile to provide 4.8 g. (52%) of colorless crystals, m.p. 178°-180°. Reactants: C(C)N(C1=NC=NC(=C1)C1=CC(=CC=C1)N)CC (4-diethylamino-6-(m-aminophenyl)pyrimidine), Cl (hydrogen chloride), C(C)(=O)OC(C)=O (acetic anhydride). Solvent: C(C)(=O)OCC (ethyl acetate). Conditions: time 8 hour. Yields the product Cl.C(C)N(C1=NC=NC(=C1)C1=CC(=CC=C1)NC(C)=O)CC (4-Diethylamino-6-(m-acetylaminopheny)pyrimidine hydrochloride). As a reaction SMILES: [CH2:1]([N:3]([CH2:17][CH3:18])[C:4]1[CH:9]=[C:8]([C:10]2[CH:15]=[CH:14][CH:13]=[C:12]([NH2:16])[CH:11]=2)[N:7]=[CH:6][N:5]=1)[CH3:2].[C:19](OC(=O)C)(=[O:21])[CH3:20].[ClH:26]>C(OCC)(=O)C>[ClH:26].[CH2:17]([N:3]([CH2:1][CH3:2])[C:4]1[CH:9]=[C:8]([C:10]2[CH:15]=[CH:14][CH:13]=[C:12]([NH:16][C:19](=[O:21])[CH3:20])[CH:11]=2)[N:7]=[CH:6][N:5]=1)[CH3:18] |f:4.5|. Procedure: To 5.6 g. (0.022 mole) of 4-diethylamino-6-(m-aminophenyl)pyrimidine is slowly added, with cooling, 25 ml. of acetic anhydride. The resulting solution is stirred overnight at room temperature and is then diluted with 500 ml. of ethyl acetate amd treated with sufficient gaseous hydrogen chloride to complete the precipitation of the desired product. The solvent and excess acetic anhydride are removed under reduced pressure and the residue washed from the flask with 20 ml. of 1:1 hexane/ethyl aceta... The reactants are CCN(CCCN1c2ccccc2N(C)C(=O)c2c(C)cc(C)nc21)Cc1ccccc1, CO. Product: CCNCCCN1c2ccccc2N(C)C(=O)c2c(C)cc(C)nc21. RXN SMILES: [CH2:1]([CH3:2])[N:3]([CH2:4][c:5]1[cH:6][cH:7][cH:8][cH:9][cH:10]1)[CH2:11][CH2:12][CH2:13][N:14]1[c:15]2[c:16]([c:27]([CH3:32])[cH:28][c:29]([CH3:31])[n:30]2)[C:17](=[O:26])[N:18]([CH3:25])[c:19]2[c:20]1[cH:21][cH:22][cH:23][cH:24]2.[CH3:33][OH:34]>>[CH2:1]([CH3:2])[NH:3][CH2:11][CH2:12][CH2:13][N:14]1[c:15]2[c:16]([c:27]([CH3:32])[cH:28][c:29]([CH3:31])[n:30]2)[C:17](=[O:26])[N:18]([CH3:25])[c:19]2[c:20]1[cH:21][cH:22][cH:23][cH:24]2. The reactants are C(C)(C)(C)C=1C=C(C=C(C1O)C(C)(C)C)C=1N=C2SCCN2C1 (6-(3,5-di-tertbutyl-4-hydroxyphenyl)-2,3-dihydroimidazo[2,1-b]thiazole), ClC1=CC(=CC=C1)C(=O)OO (m-chloroperbenzoic acid). The solvent is C(Cl)(Cl)Cl (chloroform). The product is C(C)(C)(C)C=1C=C(C=C(C1O)C(C)(C)C)C=1N=C2S(CCN2C1)=O (6-(3,5-di-tert-butyl-4-hydroxyphenyl)-2,3-dihydroimidazo[2,1-b]thiazole 1-oxide). The yield is 77.5%. Reaction SMILES: [C:1]([C:5]1[CH:6]=[C:7]([C:16]2[N:17]=[C:18]3[N:22]([CH:23]=2)[CH2:21][CH2:20][S:19]3)[CH:8]=[C:9]([C:12]([CH3:15])([CH3:14])[CH3:13])[C:10]=1[OH:11])([CH3:4])([CH3:3])[CH3:2].ClC1C=CC=C(C(OO)=[O:32])C=1>C(Cl)(Cl)Cl>[C:1]([C:5]1[CH:6]=[C:7]([C:16]2[N:17]=[C:18]3[N:22]([CH:23]=2)[CH2:21][CH2:20][S:19]3=[O:32])[CH:8]=[C:9]([C:12]([CH3:15])([CH3:14])[CH3:13])[C:10]=1[OH:11])([CH3:2])([CH3:3])[CH3:4]. Reported procedure: In 10 ml of chloroform was dissolved 1.6 g of 6-(3,5-di-tertbutyl-4-hydroxyphenyl)-2,3-dihydroimidazo[2,1-b]thiazole and after adding thereto 1 g of m-chloroperbenzoic acid, the mixture was stirred for 10 minutes. The reaction mixture was washed with an aqueous 5% sodium hydrogen carbonate solution, dried, and then the solvent was distilled off. The crystals thus formed were recrystallized from ethanol to provide 1.3 g of 6-(3,5-di-tert-butyl-4-hydroxyphenyl)-2,3-dihydroimidazo[2,1-b]thiazole 1-... The reactants are C, CO, [Cl-], O=C(Nc1cn2cc(Oc3cccc([N+](=O)[O-])c3)ccc2n1)C1CC1, [NH4+], [Pd], [Zn]. Yields the product Nc1cccc(Oc2ccc3nc(NC(=O)C4CC4)cn3c2)c1. As a reaction SMILES: [C:30].[CH3:28][OH:29].[Cl-:26].[N+:1]([O-:2])(=[O:3])[c:4]1[cH:5][c:6]([O:7][c:8]2[cH:9][cH:10][c:11]3[n:12]([cH:13]2)[cH:14][c:15]([NH:17][C:18](=[O:19])[CH:20]2[CH2:21][CH2:22]2)[n:16]3)[cH:23][cH:24][cH:25]1.[NH4+:27].[Pd:31].[Zn:32]>>[NH2:1][c:4]1[cH:5][c:6]([O:7][c:8]2[cH:9][cH:10][c:11]3[n:12]([cH:13]2)[cH:14][c:15]([NH:17][C:18](=[O:19])[CH:20]2[CH2:21][CH2:22]2)[n:16]3)[cH:23][cH:24][cH:25]1.